This data is from the Open Reaction Database (ORD), a public repository of structured organic reaction records. The task is: describe an organic reaction: reactants, conditions, products, and yield Reactants: CCO, Nc1nc(Cl)nc2c1ncn2C1C=CCCC1, NC1CCCCC1. Yields the product Nc1nc(NC2CCCCC2)nc2c1ncn2C1C=CCCC1. RXN SMILES: [CH3:25][CH2:26][OH:27].[Cl:1][c:2]1[n:3][c:4]([NH2:17])[c:5]2[n:6][cH:7][n:8]([CH:11]3[CH:12]=[CH:13][CH2:14][CH2:15][CH2:16]3)[c:9]2[n:10]1.[NH2:18][CH:19]1[CH2:20][CH2:21][CH2:22][CH2:23][CH2:24]1>>[c:2]1([NH:18][CH:19]2[CH2:20][CH2:21][CH2:22][CH2:23][CH2:24]2)[n:3][c:4]([NH2:17])[c:5]2[n:6][cH:7][n:8]([CH:11]3[CH:12]=[CH:13][CH2:14][CH2:15][CH2:16]3)[c:9]2[n:10]1. Reactants: ClC=1C=CC=C2NC(CN(C12)C)C (8-chloro-1,3-dimethyl-1,2,3,4-tetrahydroquinoxaline), C(C)OC=C(C(=O)OCC)C(=O)OCC (diethyl ethoxymethylenemalonate), polyphosphoric acid. Run in O (water). Reaction SMILES: [Cl:1][C:2]1[CH:3]=[CH:4][CH:5]=[C:6]2[C:11]=1[N:10]([CH3:12])[CH2:9][CH:8]([CH3:13])[NH:7]2.C([O:16][CH:17]=[C:18]([C:24](OCC)=O)[C:19]([O:21][CH2:22][CH3:23])=[O:20])C>O>[Cl:1][C:2]1[C:11]2[N:10]([CH3:12])[CH2:9][CH:8]([CH3:13])[N:7]3[CH:24]=[C:18]([C:19]([O:21][CH2:22][CH3:23])=[O:20])[C:17](=[O:16])[C:5]([C:6]=23)=[CH:4][CH:3]=1. Reported procedure: A mixture of 0.0765 mole (15 g) of 8-chloro-1,3-dimethyl-1,2,3,4-tetrahydroquinoxaline and 0.0765 mole (16.5 g) of diethyl ethoxymethylenemalonate is heated under a nitrogen atmosphere at 145° to 150° C. for about 75 minutes. The solution is cooled, 70 g of polyphosphoric acid are added and the mixture is heated under nitrogen at 110° to 120° C. for 45 minutes. The hot solution is poured into water with stirring and a white solid precipitates. The product is recrystallized from ethanol to provid... Yields the product ClC1=CC=C2C=3N(C(CN(C13)C)C)C=C(C2=O)C(=O)OCC (ethyl 10-chloro-2,3-dihydro-1,3-dimethyl-7-oxo-1H,7H-pyrido[1,2,3-de]quinoxaline-6-carboxylate).